This data is from the Open Reaction Database (ORD), a public repository of structured organic reaction records. The task is: describe an organic reaction: reactants, conditions, products, and yield As a reaction SMILES: [CH2:1]([N:5]1[C:14]2[C:9](=[N:10][CH:11]=[C:12]([CH2:15][C:16]3[CH:21]=[CH:20][C:19]([F:22])=[CH:18][CH:17]=3)[CH:13]=2)[C:8]([OH:23])=[C:7]([C:24](OCC)=[O:25])[C:6]1=[O:29])[CH2:2][CH2:3][CH3:4].[NH2:30][CH2:31][CH2:32][CH2:33][N:34]1[CH2:38][CH2:37][CH2:36][C:35]1=[O:39]>>[CH2:1]([N:5]1[C:14]2[C:9](=[N:10][CH:11]=[C:12]([CH2:15][C:16]3[CH:21]=[CH:20][C:19]([F:22])=[CH:18][CH:17]=3)[CH:13]=2)[C:8]([OH:23])=[C:7]([C:24]([NH:30][CH2:31][CH2:32][CH2:33][N:34]2[CH2:38][CH2:37][CH2:36][C:35]2=[O:39])=[O:25])[C:6]1=[O:29])[CH2:2][CH2:3][CH3:4]. Procedure: In a similar manner to that described in example 196, from ethyl 1-butyl-7-[(4-fluorophenyl)methyl]-4-hydroxy-2-oxo-1,2-dihydro-1,5-naphthyridine-3-carboxylate (20 mg, 0.050 mmol) and 1-(3-aminopropyl)-2-pyrrolidinone (0.05 mL) was prepared 1-butyl-7-[(4-fluorophenyl)methyl]-4-hydroxy-2-oxo-N-[3-(2-oxo-1-pyrrolidinyl)propyl]-1,2-dihydro-1,5-naphthyridine-3-carboxamide (10 mg, 40% yield) as a yellow oil after purification by reverse phase HPLC. This oil was dissolved in diethyl ether, cooled to 0... Isolated yield 40.0%. The product is C(CCC)N1C(C(=C(C2=NC=C(C=C12)CC1=CC=C(C=C1)F)O)C(=O)NCCCN1C(CCC1)=O)=O (1-butyl-7-[(4-fluorophenyl)methyl]-4-hydroxy-2-oxo-N-[3-(2-oxo-1-pyrrolidinyl)propyl]-1,2-dihydro-1,5-naphthyridine-3-carboxamide). Starting materials: C(CCC)N1C(C(=C(C2=NC=C(C=C12)CC1=CC=C(C=C1)F)O)C(=O)OCC)=O (ethyl 1-butyl-7-[(4-fluorophenyl)methyl]-4-hydroxy-2-oxo-1,2-dihydro-1,5-naphthyridine-3-carboxylate), NCCCN1C(CCC1)=O (1-(3-aminopropyl)-2-pyrrolidinone). The reactants are CO, Cl, CCOC(=O)C(=O)c1ccc([N+](=O)[O-])cc1, [Na+], [OH-]. Yields the product O=C(O)C(=O)c1ccc([N+](=O)[O-])cc1. As a reaction SMILES: [CH3:20][OH:21].[ClH:19].[N+:3](=[O:4])([O-:5])[c:6]1[cH:7][cH:8][c:9]([C:12]([C:13](=[O:14])[O:15][CH2:16][CH3:17])=[O:18])[cH:10][cH:11]1.[Na+:2].[OH-:1]>>[N+:3](=[O:4])([O-:5])[c:6]1[cH:7][cH:8][c:9]([C:12]([C:13](=[O:14])[OH:15])=[O:18])[cH:10][cH:11]1. Starting materials: C(C1=CC=CC=C1)C1=CC=C(C(=O)OCC)C=C1 (ethyl 4-benzylbenzoate), [H-].[Al+3].[Li+].[H-].[H-].[H-] (lithium aluminium hydride). The solvent is CCOCC (ether). Product: C(C1=CC=CC=C1)C1=CC=C(CO)C=C1 (4-benzylbenzyl alcohol). Yield: 94.6%. As a reaction SMILES: [CH2:1]([C:8]1[CH:18]=[CH:17][C:11]([C:12](OCC)=[O:13])=[CH:10][CH:9]=1)[C:2]1[CH:7]=[CH:6][CH:5]=[CH:4][CH:3]=1.[H-].[Al+3].[Li+].[H-].[H-].[H-]>CCOCC>[CH2:1]([C:8]1[CH:9]=[CH:10][C:11]([CH2:12][OH:13])=[CH:17][CH:18]=1)[C:2]1[CH:3]=[CH:4][CH:5]=[CH:6][CH:7]=1 |f:1.2.3.4.5.6|. Procedure details: By using ethyl 4-benzylbenzoate (232.55 g), lithium aluminium hydride (23.00 g) and ether (1.3 l), there was prepared the title compound (181.47 g).